Dataset: the Open Reaction Database (ORD), a public repository of structured organic reaction records. Task: describe an organic reaction: reactants, conditions, products, and yield The reactants are C(CCC)N(C(NN)=S)CCCC (4,4-di-n-butyl-3-thiosemicarbazide), ClC(C(=O)OCC)C(=O)C (ethyl 2-choroacetoacetate). Run in C(C)O (ethanol). Run at temperature 60 celsius, time 18 hour. Product: Cl.C(CCC)N(C1=NNC(=C1C(=O)OCC)C)CCCC (3-(Dibutylamino)-5-methyl-1H-pyrazole-4-carboxylic acid, ethyl ester, hydrochloride). Isolated yield 36.0%. As a reaction SMILES: [CH2:1]([N:5]([CH2:10][CH2:11][CH2:12][CH3:13])[C:6](=S)[NH:7][NH2:8])[CH2:2][CH2:3][CH3:4].[Cl:14][CH:15]([C:21]([CH3:23])=O)[C:16]([O:18][CH2:19][CH3:20])=[O:17]>C(O)C>[ClH:14].[CH2:1]([N:5]([CH2:10][CH2:11][CH2:12][CH3:13])[C:6]1[C:15]([C:16]([O:18][CH2:19][CH3:20])=[O:17])=[C:21]([CH3:23])[NH:8][N:7]=1)[CH2:2][CH2:3][CH3:4] |f:3.4|. Procedure: A stirred solution of 14.3 g (0.07 mole) of 4,4-di-n-butyl-3-thiosemicarbazide in 100 mL of absolute ethanol was cooled to 10° C. under nitrogen atmosphere, treated with 11.6 g (0.07 mole) of ethyl 2-choroacetoacetate, warmed to 60° C., then cooled to ambient temperature and stirred for 18 hr. The reaction mixture was heated to reflux in order to dissolve the precipitate, filtered to remove amorphous sulfur and concentrated in vacuo to give a solid. The solid was recrystallized from acetone to y... Reactants: N1C(CN2C=3C(=CC=CC13)C(C2=O)=O)=O (1H-pyrrolo[1,2,3-de]quinoxalin-2,5,6(3H)-trione), [Cl-].[NH4+] (amonium chloride), C1CCOC1 (THF), C1(=CC=CC=C1)[Mg]Br (phenylmagnesium bromide). Run in C(C)OCC (diethyl ether), C(C)OCC (diethylether). Run at time 8 hour. Product: OC1(C(N2CC(NC=3C=CC=C1C23)=O)=O)C2=CC=CC=C2 (6-hydroxy-6-phenyl-1H-pyrrolo[1,2,3-de]quinoxalin-2,5(3H,6H)-dione). Reaction SMILES: [NH:1]1[C:10]2[CH:9]=[CH:8][CH:7]=[C:6]3[C:11](=[O:14])[C:12](=[O:13])[N:4]([C:5]=23)[CH2:3][C:2]1=[O:15].C1COCC1.[C:21]1([Mg]Br)[CH:26]=[CH:25][CH:24]=[CH:23][CH:22]=1.[Cl-].[NH4+]>C(OCC)C>[OH:14][C:11]1([C:21]2[CH:26]=[CH:25][CH:24]=[CH:23][CH:22]=2)[C:6]2[C:5]3[N:4]([CH2:3][C:2](=[O:15])[NH:1][C:10]=3[CH:9]=[CH:8][CH:7]=2)[C:12]1=[O:13] |f:3.4|. Reported procedure: A suspension was prepared from 4.3 g. of 1H-pyrrolo[1,2,3-de]quinoxalin-2,5,6(3H)-trione in 200 ml. of THF. 16 ml. of a 2.83 M phenylmagnesium bromide solution in diethyl ether (phenyl Grignard reagent) were added thereto while maintaining the temperature in the range 10°-15° C. The resulting reaction mixture was stirred overnight after which time, 200 ml. of a saturated aqueous amonium chloride solution were added. An additional 1500 ml. of diethylether were added and the ethereal layer decante... Starting materials: FC1=C(C=C(C(=C1)Cl)OC(C)C)N1C(C(=C(C1=O)C)C)=O (N-(2-fluoro-4-chloro-5-isopropoxyphenyl)-2,3-dimethylmaleic acid imide), [H][H] (hydrogen). Reagents/catalysts: [Pt]=O (platinum oxide). Run in C(C)(=O)OCC (ethyl acetate). Conditions: time 5 hour. Yields the product FC1=C(C=C(C(=C1)Cl)OC(C)C)N1C([C@H]([C@H](C1=O)C)C)=O (cis-N-(2-fluoro-4-chloro-5-isopropoxyphenyl)-2,3-dimethyl-succinimide). As a reaction SMILES: [F:1][C:2]1[CH:7]=[C:6]([Cl:8])[C:5]([O:9][CH:10]([CH3:12])[CH3:11])=[CH:4][C:3]=1[N:13]1[C:17](=[O:18])[C:16]([CH3:19])=[C:15]([CH3:20])[C:14]1=[O:21].[H][H]>C(OCC)(=O)C.[Pt]=O>[F:1][C:2]1[CH:7]=[C:6]([Cl:8])[C:5]([O:9][CH:10]([CH3:11])[CH3:12])=[CH:4][C:3]=1[N:13]1[C:17](=[O:18])[C@H:16]([CH3:19])[C@H:15]([CH3:20])[C:14]1=[O:21]. Reported procedure: A mixture of 9.4 g (0.03 mol) of N-(2-fluoro-4-chloro-5-isopropoxyphenyl)-2,3-dimethylmaleic acid imide and 500 mg of platinum oxide (PtO2) in 100 ml of ethyl acetate is hydrogenated with hydrogen at room temperature under normal pressure. After about 5 hours, when the absorption of hydrogen has ceased, the catalyst is filtered off and the filtrate is concentrated to dryness. 7.9 g (85% of the theoretical yield) of an almost colourless oil which is uniform in a thin-layer chromatogram are obtain... Starting materials: C(C)(=O)O[BH-](OC(C)=O)OC(C)=O.[Na+] (Sodium triacetoxyborohydride), C(C)N1C2=C(N(C(C(C1=O)(C)C)=O)C)C=C(C=C2)C=O (1-Ethyl-3,3,5-trimethyl-2,4-dioxo-2,3,4,5-tetrahydro-1H-benzo[b][1,4]diazepine-7-carbaldehyde), C(C)(=O)O (acetic acid), CC=1N=CSC1CNCCC=1C=NC=CC1 (N-(4-methylthiazol-5-ylmethyl)-N-(2-pyridin-3-ylethyl)amine). Solvent: ClCCCl (1,2-dichloroethane). Run at time 30 minute. Product: C(C)N1C2=C(N(C(C(C1=O)(C)C)=O)C)C=C(C=C2)CN(CCC=2C=NC=CC2)CC2=C(N=CS2)C (1-ethyl-3,3,5-trimethyl-7-{[N-(4-methylthiazol-5-ylmethyl)-N-(2-pyridin-3-ylethyl)amino]methyl}-1,5-dihydrobenzo[b][1,4]diazepine-2,4-dione). Yield: 48.8%. Reaction SMILES: [CH2:1]([N:3]1[C:9](=[O:10])[C:8]([CH3:12])([CH3:11])[C:7](=[O:13])[N:6]([CH3:14])[C:5]2[CH:15]=[C:16]([CH:19]=O)[CH:17]=[CH:18][C:4]1=2)[CH3:2].C(O)(=O)C.[CH3:25][C:26]1[N:27]=[CH:28][S:29][C:30]=1[CH2:31][NH:32][CH2:33][CH2:34][C:35]1[CH:36]=[N:37][CH:38]=[CH:39][CH:40]=1.C(O[BH-](OC(=O)C)OC(=O)C)(=O)C.[Na+]>ClCCCl>[CH2:1]([N:3]1[C:9](=[O:10])[C:8]([CH3:12])([CH3:11])[C:7](=[O:13])[N:6]([CH3:14])[C:5]2[CH:15]=[C:16]([CH2:19][N:32]([CH2:31][C:30]3[S:29][CH:28]=[N:27][C:26]=3[CH3:25])[CH2:33][CH2:34][C:35]3[CH:36]=[N:37][CH:38]=[CH:39][CH:40]=3)[CH:17]=[CH:18][C:4]1=2)[CH3:2] |f:3.4|. Reported procedure: 1-Ethyl-3,3,5-trimethyl-2,4-dioxo-2,3,4,5-tetrahydro-1H-benzo[b][1,4]diazepine-7-carbaldehyde(0.423 g) and acetic acid(0.14 g) were added to a 1,2-dichloroethane solution (10 ml) of N-(4-methylthiazol-5-ylmethyl)-N-(2-pyridin-3-ylethyl)amine(0.36 g). The mixture was stirred at room temperature for 30 minutes. Sodium triacetoxyborohydride(0.48 g) was added, and the mixture was stirred at room temperature overnight. The reaction liquid was condensed under reduced pressure. The residue was purified...